From a dataset of the Open Reaction Database (ORD), a public repository of structured organic reaction records. describe an organic reaction: reactants, conditions, products, and yield Reactants: CO, CO, ClCCl, ClCCl, Cc1ccnc(N)n1, O, Cc1cc(C)c(S(=O)(=O)ON)c(C)c1. The product is Cc1cc[n+](N)c(N)n1, Cc1cc(C)c(S(=O)(=O)[O-])c(C)c1. Reaction SMILES: [CH3:27][OH:28].[CH3:32][OH:33].[Cl:24][CH2:25][Cl:26].[Cl:29][CH2:30][Cl:31].[NH2:16][c:17]1[n:18][cH:19][cH:20][c:21]([CH3:23])[n:22]1.[OH2:15].[c:1]1([CH3:14])[c:2]([S:9](=[O:10])(=[O:11])[O:12][NH2:13])[c:3]([CH3:8])[cH:4][c:5]([CH3:7])[cH:6]1>>[NH2:13][n+:18]1[c:17]([NH2:16])[n:22][c:21]([CH3:23])[cH:20][cH:19]1.[c:1]1([CH3:14])[c:2]([S:9](=[O:10])(=[O:11])[O-:12])[c:3]([CH3:8])[cH:4][c:5]([CH3:7])[cH:6]1. Reaction conditions: time 10 minute. Procedure details: Calcium turnings (3.5 g) were added portionwise to liquid ammonia (500 ml) and the whole was stirred vigorously for 10 min. The thioacetal from step b) (10 g) in ether (7 ml) was added dropwise to the dark blue solution over a 7 min period. The mixture was stirred for 2 hours and then quenched with ammonium chloride until effervescing had ceased. Excess ammonia was allowed to evaporate by purging under nitrogen overnight. The remaining solid was acidified using dilute 10% aqueous hydrochloric ac... Starting materials: [Ca] (Calcium), N (ammonia), C1(=CC=CC=C1)CC1OCCCS1 (2-Phenylmethyl-1,3-oxathiane). Reaction SMILES: [Ca].N.[C:3]1([CH2:9][CH:10]2[S:15][CH2:14][CH2:13][CH2:12][O:11]2)[CH:8]=[CH:7][CH:6]=[CH:5][CH:4]=1>CCOCC>[C:3]1([CH2:9][CH2:10][O:11][CH2:12][CH2:13][CH2:14][SH:15])[CH:8]=[CH:7][CH:6]=[CH:5][CH:4]=1. Solvent: CCOCC (ether). The product is C1(=CC=CC=C1)CCOCCCS (3-[2-Phenylethoxy]propanethiol).